Dataset: the Open Reaction Database (ORD), a public repository of structured organic reaction records. Task: describe an organic reaction: reactants, conditions, products, and yield Starting materials: Cl (HCl), ClC1=C(C=2C3=C(N(C2C=C1)CC(=O)OCC)CCN(CC3)C(=O)OC(C)(C)C)Cl (tert-butyl 9,10-dichloro-6-(2-ethoxy-2-oxoethyl)-1,4,5,6-tetrahydroazepino[4,5-b]indole-3(2H)-carboxylate), [OH-].[K+] (KOH). Solvent: C1CCOC1 (THF), O (H2O). Conditions: temperature 60 celsius. Yields the product C(C)(C)(C)OC(=O)N1CCC=2N(C=3C=CC(=C(C3C2CC1)Cl)Cl)CC(=O)O ([3-(tert-Butoxycarbonyl)-9,10-dichloro-2,3,4,5-tetrahydroazepino[4,5-b]indol-6(1H)-yl]acetic acid). Reaction SMILES: [Cl:1][C:2]1[CH:10]=[CH:9][C:8]2[N:7]([CH2:11][C:12]([O:14]CC)=[O:13])[C:6]3[CH2:17][CH2:18][N:19]([C:22]([O:24][C:25]([CH3:28])([CH3:27])[CH3:26])=[O:23])[CH2:20][CH2:21][C:5]=3[C:4]=2[C:3]=1[Cl:29].[OH-].[K+].Cl>C1COCC1.O>[C:25]([O:24][C:22]([N:19]1[CH2:20][CH2:21][C:5]2[C:4]3[C:3]([Cl:29])=[C:2]([Cl:1])[CH:10]=[CH:9][C:8]=3[N:7]([CH2:11][C:12]([OH:14])=[O:13])[C:6]=2[CH2:17][CH2:18]1)=[O:23])([CH3:28])([CH3:26])[CH3:27] |f:1.2|. Reported procedure: To a solution of tert-butyl 9,10-dichloro-6-(2-ethoxy-2-oxoethyl)-1,4,5,6-tetrahydroazepino[4,5-b]indole-3(2H)-carboxylate (1.5 g, 3.4 mmol) in THF (15 mL), a solution of KOH (25 mg, 4.4 mmol) dissolved in H2O (10 mL) was added and heated to 60° C. The reaction was cooled to rt after 2 h. The reaction was made acidic with 10% aqueous HCl and extracted with EtOAc (3×30 mL). The combined organic extracts were washed with brine, dried over Na2SO4, decanted, and the crude acid was concentrated: 1H N... Reactants: CN1C=C(C=2C(CC(CC12)C1=CC=CC=C1)=O)C (1,3-dimethyl-6-phenyl-4,5,6,7-tetrahydroindol-4-one), C(=N)(N)NN.Cl (aminoguanidine hydrochloride), Cl (hydrochloric acid), O (water). Run in C(C)O (ethanol). Yields the product Cl.N(C(=N)N)N=C1C=2C(=CN(C2CC(C1)C1=CC=CC=C1)C)C (4-guanidinoimino-1,3-dimethyl-6-phenyl-4,5,6,7-tetrahydroindole hydrochloride). Isolated yield 23.3%. Reaction SMILES: [CH3:1][N:2]1[C:10]2[CH2:9][CH:8]([C:11]3[CH:16]=[CH:15][CH:14]=[CH:13][CH:12]=3)[CH2:7][C:6](=O)[C:5]=2[C:4]([CH3:18])=[CH:3]1.[C:19]([NH:22][NH2:23])([NH2:21])=[NH:20].[ClH:24].Cl.O>C(O)C>[ClH:24].[NH:22]([N:23]=[C:6]1[CH2:7][CH:8]([C:11]2[CH:16]=[CH:15][CH:14]=[CH:13][CH:12]=2)[CH2:9][C:10]2[N:2]([CH3:1])[CH:3]=[C:4]([CH3:18])[C:5]1=2)[C:19]([NH2:21])=[NH:20] |f:1.2,6.7|. Procedure details: A mixture of 1,3-dimethyl-6-phenyl-4,5,6,7-tetrahydroindol-4-one (0.31 g), aminoguanidine hydrochloride (0.15 g), concentrated hydrochloric acid (0.065 ml), water (0.065 ml) and ethanol (50 ml) was refluxed for 5 hours. Under reduced pressure, the solvent was evaporated, and the residue was dissolved in water. The solution was washed with diethylether, and to the mixture was added sodium hydrogen carbonate solution. The mixture was extracted with ethyl acetate, and the organic layer was dried wi... Starting materials: CC(C)(C)O, CNC, CC(C)(C)[O-], [K+], COC(=O)c1c([N+](=O)[O-])cccc1S(=O)(=O)NCCO. The product is CN(C)C(=O)c1c([N+](=O)[O-])cccc1S(=O)(=O)NCCO. RXN SMILES: [C:30]([OH:31])([CH3:32])([CH3:33])[CH3:34].[CH3:21][NH:22][CH3:23].[CH3:24][C:25]([CH3:26])([O-:27])[CH3:28].[K+:29].[OH:1][CH2:2][CH2:3][NH:4][S:5](=[O:6])(=[O:7])[c:8]1[c:9]([C:10]([O:12][CH3:11])=[O:13])[c:14]([N+:18](=[O:19])[O-:20])[cH:15][cH:16][cH:17]1>>[OH:1][CH2:2][CH2:3][NH:4][S:5](=[O:6])(=[O:7])[c:8]1[c:9]([C:10](=[O:12])[N:22]([CH3:21])[CH3:23])[c:14]([N+:18](=[O:19])[O-:20])[cH:15][cH:16][cH:17]1. The reactants are CC1CN(c2ncc3ccccc3n2)CC(C)N1, O=C(NCc1ccc(F)cc1)C1(CCCCBr)c2ccccc2-c2ccccc21. The product is CC1CN(c2ncc3ccccc3n2)CC(C)N1CCCCC1(C(=O)NCc2ccc(F)cc2)c2ccccc2-c2ccccc21. RXN SMILES: [CH3:30][CH:31]1[CH2:32][N:33]([c:38]2[n:39][c:40]3[cH:41][cH:42][cH:43][cH:44][c:45]3[cH:46][n:47]2)[CH2:34][CH:35]([CH3:37])[NH:36]1.[F:1][c:2]1[cH:3][cH:4][c:5]([CH2:6][NH:7][C:8](=[O:9])[C:10]2([CH2:23][CH2:24][CH2:25][CH2:26][Br:27])[c:11]3[cH:12][cH:13][cH:14][cH:15][c:16]3-[c:17]3[cH:18][cH:19][cH:20][cH:21][c:22]32)[cH:28][cH:29]1>>[F:1][c:2]1[cH:3][cH:4][c:5]([CH2:6][NH:7][C:8](=[O:9])[C:10]2([CH2:23][CH2:24][CH2:25][CH2:26][N:36]3[CH:31]([CH3:30])[CH2:32][N:33]([c:38]4[n:39][c:40]5[cH:41][cH:42][cH:43][cH:44][c:45]5[cH:46][n:47]4)[CH2:34][CH:35]3[CH3:37])[c:11]3[cH:12][cH:13][cH:14][cH:15][c:16]3-[c:17]3[cH:18][cH:19][cH:20][cH:21][c:22]32)[cH:28][cH:29]1. Starting materials: C1N(CC2C1CNC2)C(=O)C2=C(C=CC=C2)C=2SC=CC2 ((Hexahydro-pyrrolo[3,4-c]pyrrol-2-yl)-(2-thiophen-2-yl-phenyl)-methanone), ClC1=NC=CC=C1C(F)(F)F (2-chloro-3-trifluoromethyl-pyridine). The product is S1C(=CC=C1)C1=C(C=CC=C1)C(=O)N1CC2CN(CC2C1)C1=NC=CC=C1C(F)(F)F (2-[(2-Thiophen-2-ylphenyl)carbonyl]-5-[3-(trifluoromethyl)pyridin-2-yl]octahydro pyrrolo[3,4-c]pyrrole). As a reaction SMILES: [CH2:1]1[CH:5]2[CH2:6][NH:7][CH2:8][CH:4]2[CH2:3][N:2]1[C:9]([C:11]1[CH:16]=[CH:15][CH:14]=[CH:13][C:12]=1[C:17]1[S:18][CH:19]=[CH:20][CH:21]=1)=[O:10].Cl[C:23]1[C:28]([C:29]([F:32])([F:31])[F:30])=[CH:27][CH:26]=[CH:25][N:24]=1>>[S:18]1[CH:19]=[CH:20][CH:21]=[C:17]1[C:12]1[CH:13]=[CH:14][CH:15]=[CH:16][C:11]=1[C:9]([N:2]1[CH2:3][CH:4]2[CH:5]([CH2:6][N:7]([C:23]3[C:28]([C:29]([F:32])([F:31])[F:30])=[CH:27][CH:26]=[CH:25][N:24]=3)[CH2:8]2)[CH2:1]1)=[O:10]. Procedure: The title compound was prepared in a manner analogous to Example 15 utilizing Intermediate 37 and 2-chloro-3-trifluoromethyl-pyridine. MS (ESI): mass calculated for C23H20F3N3OS, 443.49; m/z found 444.1 [M+H]+. 1H NMR (400 MHz, CDCl3): 8.28 (dd, J=4.7, 1.4, 1H), 7.79 (dd, J=7.8, 1.8, 1H), 7.55-7.49 (m, 1H), 7.46-7.33 (m, 3H), 7.30-7.19 (m, 2H), 7.01 (br s, 1H), 6.71 (dd, J=7.7, 4.7, 1H), 3.98-2.54 (m, 10H). Starting materials: C(=O)(O)CC1=CC=C(CCCNC2=C(C=C(C(=C2)OC)OC)[C@H]2CC=3C=CC(=CC3CC2)OC(C(C)(C)C)=O)C=C1 (pivalic acid (R)-6-{2-[(4-carboxymethylbenzyl)ethylamino]-4,5-dimethoxyphenyl}-5,6,7,8-tetrahydronaphthalen-2-yl ester), C(C=C)CN (allylmethylamine). Yields the product C(C=C)CNCCC1=CC=C(CCCNC2=C(C=C(C(=C2)OC)OC)[C@H]2CC=3C=CC(=CC3CC2)O)C=C1 ((R)-6-{2-{{4-[2-(Allylmethylamino)ethyl]benzyl}ethylamino}-4,5-dimethoxyphenyl}-5,6,7,8-tetrahydronaphthalen-2-ol). The yield is 17.7%. As a reaction SMILES: [C:1]([CH2:4][C:5]1[CH:41]=[CH:40][C:8]([CH2:9][CH2:10][CH2:11][NH:12][C:13]2[CH:18]=[C:17]([O:19][CH3:20])[C:16]([O:21][CH3:22])=[CH:15][C:14]=2[C@@H:23]2[CH2:32][CH2:31][C:30]3[CH:29]=[C:28]([O:33]C(=O)C(C)(C)C)[CH:27]=[CH:26][C:25]=3[CH2:24]2)=[CH:7][CH:6]=1)(O)=O.[CH2:42]([CH2:45][NH2:46])[CH:43]=[CH2:44]>>[CH2:42]([CH2:45][NH:46][CH2:1][CH2:4][C:5]1[CH:41]=[CH:40][C:8]([CH2:9][CH2:10][CH2:11][NH:12][C:13]2[CH:18]=[C:17]([O:19][CH3:20])[C:16]([O:21][CH3:22])=[CH:15][C:14]=2[C@@H:23]2[CH2:32][CH2:31][C:30]3[CH:29]=[C:28]([OH:33])[CH:27]=[CH:26][C:25]=3[CH2:24]2)=[CH:7][CH:6]=1)[CH:43]=[CH2:44]. Procedure: Synthesized from pivalic acid (R)-6-{2-[(4-carboxymethylbenzyl)ethylamino]-4,5-dimethoxyphenyl}-5,6,7,8-tetrahydronaphthalen-2-yl ester (19 mg) and allylmethylamine (13 mg) according to an analogous synthetic method to Example 715 and purified by LC-MS, the title compound (3.1 mg) was obtained.